Dataset: the Open Reaction Database (ORD), a public repository of structured organic reaction records. Task: describe an organic reaction: reactants, conditions, products, and yield Reactants: C(C)OC(CC=1C=C(C(=CC1)OC)C1=C(C=CC(=C1)C)CNCC)=O ((2′-ethylaminomethyl-6-methoxy-5′-methyl-biphenyl-3-yl)-acetic acid ethyl ester), C1(CC1)C(=O)Cl (cyclopropanecarbonyl chloride). The product is C(C)OC(CC=1C=C(C(=CC1)OC)C1=C(C=CC(=C1)C)CN(CC)C(=O)C1CC1)=O ({2′-[(Cyclopropanecarbonyl-ethyl-amino)-methyl]-6-methoxy-5′-methyl-biphenyl-3-yl}-acetic acid ethyl ester). As a reaction SMILES: [CH2:1]([O:3][C:4](=[O:25])[CH2:5][C:6]1[CH:7]=[C:8]([C:14]2[CH:19]=[C:18]([CH3:20])[CH:17]=[CH:16][C:15]=2[CH2:21][NH:22][CH2:23][CH3:24])[C:9]([O:12][CH3:13])=[CH:10][CH:11]=1)[CH3:2].[CH:26]1([C:29](Cl)=[O:30])[CH2:28][CH2:27]1>>[CH2:1]([O:3][C:4](=[O:25])[CH2:5][C:6]1[CH:7]=[C:8]([C:14]2[CH:19]=[C:18]([CH3:20])[CH:17]=[CH:16][C:15]=2[CH2:21][N:22]([C:29]([CH:26]2[CH2:28][CH2:27]2)=[O:30])[CH2:23][CH3:24])[C:9]([O:12][CH3:13])=[CH:10][CH:11]=1)[CH3:2]. Procedure details: Prepared according to the procedure described in Example 1, Step 6, using the following starting materials: (2′-ethylaminomethyl-6-methoxy-5′-methyl-biphenyl-3-yl)-acetic acid ethyl ester and cyclopropanecarbonyl chloride. Starting materials: CC(CCCC(C)C)NC(CCC(C1=CC=CC=C1)O)=O (N-(1,5-dimethyl-hexyl)-4-hydroxy-4-phenyl-butyramide), [Cr](=O)(=O)([O-])Cl.[NH+]1=CC=CC=C1 (pyridinium chlorochromate). Solvent: C(Cl)Cl (methylene chloride). Conditions: time 1.25 hour. Product: CC(CCCC(C)C)NC(CCC(C1=CC=CC=C1)=O)=O (N-(1,5-dimethyl-hexyl)-4-oxo-4-phenyl-butyramide). Yield: 78.0%. As a reaction SMILES: [CH3:1][CH:2]([NH:9][C:10](=[O:21])[CH2:11][CH2:12][CH:13]([OH:20])[C:14]1[CH:19]=[CH:18][CH:17]=[CH:16][CH:15]=1)[CH2:3][CH2:4][CH2:5][CH:6]([CH3:8])[CH3:7].[Cr](Cl)([O-])(=O)=O.[NH+]1C=CC=CC=1>C(Cl)Cl>[CH3:1][CH:2]([NH:9][C:10](=[O:21])[CH2:11][CH2:12][C:13](=[O:20])[C:14]1[CH:19]=[CH:18][CH:17]=[CH:16][CH:15]=1)[CH2:3][CH2:4][CH2:5][CH:6]([CH3:7])[CH3:8] |f:1.2|. Procedure details: A mixture of N-(1,5-dimethyl-hexyl)-4-hydroxy-4-phenyl-butyramide (3.50 g, 12.0 mmol), prepared in the previous step, and pyridinium chlorochromate (3.89 g, 18.0 mmol) in 150 ml of methylene chloride was stirred at room temperature for 1.25 hours. The reaction was poured onto 400 g of silica gel (230-400 mesh) and the material eluted with methylene chloride-ethyl acetate. Isolation of the major component gave N-(1,5-dimethyl-hexyl)-4-oxo-4-phenyl-butyramide (2.71 g, 78%) as a light green solid, ... Starting materials: CCOC(=O)C=Cc1cn(Cc2ccc(Oc3ccccc3)cc2)nc1OCc1nc(-c2ccccc2)oc1C, CCO, Cl, [Na+], C1CCOC1, [OH-]. The product is Cc1oc(-c2ccccc2)nc1COc1nn(Cc2ccc(Oc3ccccc3)cc2)cc1C=CC(=O)O. Reaction SMILES: [CH2:1]([CH3:2])[O:3][C:4]([CH:5]=[CH:6][c:7]1[c:8]([O:26][CH2:27][c:28]2[n:29][c:30](-[c:34]3[cH:35][cH:36][cH:37][cH:38][cH:39]3)[o:31][c:32]2[CH3:33])[n:9][n:10]([CH2:12][c:13]2[cH:14][cH:15][c:16]([O:19][c:20]3[cH:21][cH:22][cH:23][cH:24][cH:25]3)[cH:17][cH:18]2)[cH:11]1)=[O:40].[CH3:49][CH2:50][OH:51].[ClH:48].[Na+:42].[O:43]1[CH2:44][CH2:45][CH2:46][CH2:47]1.[OH-:41]>>[O:3]=[C:4]([CH:5]=[CH:6][c:7]1[c:8]([O:26][CH2:27][c:28]2[n:29][c:30](-[c:34]3[cH:35][cH:36][cH:37][cH:38][cH:39]3)[o:31][c:32]2[CH3:33])[n:9][n:10]([CH2:12][c:13]2[cH:14][cH:15][c:16]([O:19][c:20]3[cH:21][cH:22][cH:23][cH:24][cH:25]3)[cH:17][cH:18]2)[cH:11]1)[OH:40]. The reactants are FC1=C(C(=O)O)C=CC=C1 (2-fluorobenzoic acid), [N-]1C=NC=C1 (imidazolide), C(CCC)C1=NN(C(=C1CC1=C(C=C(C=C1)C1=C(C=CC(=C1)CCC)S(N)(=O)=O)F)C#N)C1=C(C=CC(=C1)[N+](=O)[O-])Cl (3-n-Butyl-1-(2-chloro-5-nitrophenyl)-4-[(3-fluoro-5'-n-propyl-2'-sulfamoylbiphenyl-4-yl)methyl]-1H-pyrazole-5-carbonitrile), C1CCC2=NCCCN2CC1 (DBU). Yields the product C(CCC)C1=NN(C(=C1CC1=C(C=C(C=C1)C1=C(C=CC(=C1)CCC)S(NC(C1=C(C=CC=C1)F)=O)(=O)=O)F)C#N)C1=C(C=CC(=C1)[N+](=O)[O-])Cl (3-n-Butyl-1-(2-chloro-5-nitrophenyl)-4-[[3-fluoro-2'-[N-(2-fluorobenzoyl)sulfamoyl]-5'-n-propylbiphenyl-4-yl]methyl]-1H-pyrazole-5-carbonitrile). Reaction SMILES: [F:1][C:2]1[CH:10]=[CH:9][CH:8]=[CH:7][C:3]=1[C:4]([OH:6])=O.[N-]1C=CN=C1.[CH2:16]([C:20]1[C:24]([CH2:25][C:26]2[CH:31]=[CH:30][C:29]([C:32]3[CH:37]=[C:36]([CH2:38][CH2:39][CH3:40])[CH:35]=[CH:34][C:33]=3[S:41](=[O:44])(=[O:43])[NH2:42])=[CH:28][C:27]=2[F:45])=[C:23]([C:46]#[N:47])[N:22]([C:48]2[CH:53]=[C:52]([N+:54]([O-:56])=[O:55])[CH:51]=[CH:50][C:49]=2[Cl:57])[N:21]=1)[CH2:17][CH2:18][CH3:19].C1CCN2C(=NCCC2)CC1>>[CH2:16]([C:20]1[C:24]([CH2:25][C:26]2[CH:31]=[CH:30][C:29]([C:32]3[CH:37]=[C:36]([CH2:38][CH2:39][CH3:40])[CH:35]=[CH:34][C:33]=3[S:41](=[O:43])(=[O:44])[NH:42][C:4](=[O:6])[C:3]3[CH:7]=[CH:8][CH:9]=[CH:10][C:2]=3[F:1])=[CH:28][C:27]=2[F:45])=[C:23]([C:46]#[N:47])[N:22]([C:48]2[CH:53]=[C:52]([N+:54]([O-:56])=[O:55])[CH:51]=[CH:50][C:49]=2[Cl:57])[N:21]=1)[CH2:17][CH2:18][CH3:19]. Procedure details: By the method of Example 1, Step H, 2-fluorobenzoic acid is converted to its imidazolide and reacted with 3-n-butyl-1-(2-chloro-5-nitrophenyl)-4-[(3-fluoro-5'-n-propyl-2'-sulfamoylbiphenyl-4-yl)methyl]-1H-pyrazole-5-carbonitrile (from Step D) in the presence of DBU to give the title compound.